Dataset: the Open Reaction Database (ORD), a public repository of structured organic reaction records. Task: describe an organic reaction: reactants, conditions, products, and yield Reactants: O=C([O-])[O-], CCOC(=O)C(C)(C)Br, Cc1[nH]c2ccc(O)cc2c1C(=O)OCc1ccccc1, CC#N, [I-], [K+], [K+], [K+]. Product: CCOC(=O)C(C)(C)Oc1ccc2[nH]c(C)c(C(=O)OCc3ccccc3)c2c1. Reaction SMILES: [C:31](=[O:32])([O-:33])[O-:34].[CH2:22]([CH3:23])[O:24][C:25]([C:26]([CH3:27])([CH3:28])[Br:29])=[O:30].[CH3:1][c:2]1[nH:3][c:4]2[cH:5][cH:6][c:7]([OH:21])[cH:8][c:9]2[c:10]1[C:11](=[O:12])[O:13][CH2:14][c:15]1[cH:16][cH:17][cH:18][cH:19][cH:20]1.[CH3:39][C:40]#[N:41].[I-:38].[K+:35].[K+:36].[K+:37]>>[CH3:1][c:2]1[nH:3][c:4]2[cH:5][cH:6][c:7]([O:21][C:26]([C:25]([O:24][CH2:22][CH3:23])=[O:30])([CH3:27])[CH3:28])[cH:8][c:9]2[c:10]1[C:11](=[O:12])[O:13][CH2:14][c:15]1[cH:16][cH:17][cH:18][cH:19][cH:20]1. Yield: 87.0%. The solvent is ClCCCl (1,2-dichloroethane). Reaction SMILES: [CH2:1]([Si:19]([CH3:22])([CH3:21])O)[CH2:2][CH2:3][CH2:4][CH2:5][CH2:6][CH2:7][CH2:8][CH2:9][CH2:10][CH2:11][CH2:12][CH2:13][CH2:14][CH2:15][CH2:16][CH2:17][CH3:18].CN(C)C=O.C(Cl)([Cl:30])=O>ClCCCl>[CH2:1]([Si:19]([CH3:22])([CH3:21])[Cl:30])[CH2:2][CH2:3][CH2:4][CH2:5][CH2:6][CH2:7][CH2:8][CH2:9][CH2:10][CH2:11][CH2:12][CH2:13][CH2:14][CH2:15][CH2:16][CH2:17][CH3:18]. The product is C(CCCCCCCCCCCCCCCCC)[Si](Cl)(C)C (octadecyldimethylchlorosilane). The reactants are C(CCCCCCCCCCCCCCCCC)[Si](O)(C)C (octadecyldimethylsilanol), CN(C=O)C (N,N-dimethylformamide), C(=O)(Cl)Cl (phosgene). Reported procedure: To the same reactor as used in Example 1 were added 82.2 g (0.25 mole) of octadecyldimethylsilanol, 330 g of 1,2-dichloroethane and 1.83 g (0.025 mole) of N,N-dimethylformamide, and 27.2 g (0.275 mole) of phosgene was introduced into the resulting mixture at a temperature of from 40° to 45° C. over 2 hours with stirring. After completion of the introduction, the same procedure as in Example 7 was carried out to obtain 75.5 g of octadecyldimethylchlorosilane. Starting materials: C(C1=CC=CC=C1)N1CCC(CC1)N1C(C(C2=CC(=CC=C12)F)(C)C)=O (1-(1-benzylpiperidin-4-yl)-5-fluoro-3,3-dimethylindolin-2-one), C(=O)O (formic acid). The reagents and catalysts are [OH-].[Pd+2].[OH-] (palladium hydroxide). Solvent: C(C)O (ethanol). Run at temperature 50 celsius, time 1 hour. Yields the product FC=1C=C2C(C(N(C2=CC1)C1CCNCC1)=O)(C)C (5-fluoro-3,3-dimethyl-1-(piperidin-4-yl)indolin-2-one). As a reaction SMILES: C([N:8]1[CH2:13][CH2:12][CH:11]([N:14]2[C:22]3[C:17](=[CH:18][C:19]([F:23])=[CH:20][CH:21]=3)[C:16]([CH3:25])([CH3:24])[C:15]2=[O:26])[CH2:10][CH2:9]1)C1C=CC=CC=1.C(O)=O>[OH-].[Pd+2].[OH-].C(O)C>[F:23][C:19]1[CH:18]=[C:17]2[C:22](=[CH:21][CH:20]=1)[N:14]([CH:11]1[CH2:10][CH2:9][NH:8][CH2:13][CH2:12]1)[C:15](=[O:26])[C:16]2([CH3:25])[CH3:24] |f:2.3.4|. Procedure: A mixture of 1-(1-benzylpiperidin-4-yl)-5-fluoro-3,3-dimethylindolin-2-one (171 mg, 0.485 mmol, EXAMPLE 44, Step 3), palladium hydroxide (20 wt % on carbon) (85 mg), formic acid (0.372 mL, 9.7 mmol) and ethanol (20 mL) was stirred at 50° C. for 1 h. The reactants are resultant mixture, C(CCCCC)OC1=CC=C(C=O)C=C1 (4-hexyloxybenzaldehyde), N1=CC(=CC=C1)CC#N (3-pyridylacetonitrile), [OH-].[K+] (potassium hydroxide). Solvent: CO (methanol). Yields the product C(CCCCC)OC1=CC=C(C=C1)C=C(C#N)C=1C=NC=CC1 (α-[[4-(hexyloxy)phenyl]methylene]-3-pyridylacetonitrile). RXN SMILES: [CH2:1]([O:7][C:8]1[CH:15]=[CH:14][C:11]([CH:12]=O)=[CH:10][CH:9]=1)[CH2:2][CH2:3][CH2:4][CH2:5][CH3:6].[N:16]1[CH:21]=[CH:20][CH:19]=[C:18]([CH2:22][C:23]#[N:24])[CH:17]=1.[OH-].[K+]>CO>[CH2:1]([O:7][C:8]1[CH:15]=[CH:14][C:11]([CH:12]=[C:22]([C:18]2[CH:17]=[N:16][CH:21]=[CH:20][CH:19]=2)[C:23]#[N:24])=[CH:10][CH:9]=1)[CH2:2][CH2:3][CH2:4][CH2:5][CH3:6] |f:2.3|. Procedure: To a stirring solution of 20.6 g of 4-hexyloxybenzaldehyde and 11.8 g of 3-pyridylacetonitrile in methanol was added 25 ml of aqueous potassium hydroxide (25 percent). A precipitate formed and the resultant mixture was stirred at room temperature for an additional two hours. The resultant precipitate was collected by filtration, washed with water and recrystallized from ethanol to yield the intermediate, α-[[4-(hexyloxy)phenyl]methylene]-3-pyridylacetonitrile (m.p. 67°-68° C). 46 g of said nitri... Starting materials: [Ag+], CC(=O)OC1CSC(Br)C(OC(C)=O)C1OC(C)=O, ClCCl, CC#N, [Cl-], [Cl-], CC(=O)c1ccccc1O, [Zn+2], O=C([O-])c1ncc[nH]1. The product is CC(=O)OC1CSC(Oc2ccccc2C(C)=O)C(OC(C)=O)C1OC(C)=O. Reaction SMILES: [Ag+:44].[C:11]([CH3:12])(=[O:13])[O:14][CH:15]1[CH:16]([Br:29])[S:17][CH2:18][CH:19]([O:25][C:26]([CH3:27])=[O:28])[CH:20]1[O:21][C:22]([CH3:23])=[O:24].[CH2:30]([Cl:31])[Cl:32].[CH3:33][C:34]#[N:35].[Cl-:45].[Cl-:47].[OH:1][c:2]1[c:3]([C:8]([CH3:9])=[O:10])[cH:4][cH:5][cH:6][cH:7]1.[Zn+2:46].[nH:36]1[cH:37][cH:38][n:39][c:40]1[C:41]([O-:42])=[O:43]>>[O:1]([c:2]1[c:3]([C:8]([CH3:9])=[O:10])[cH:4][cH:5][cH:6][cH:7]1)[CH:16]1[CH:15]([O:14][C:11]([CH3:12])=[O:13])[CH:20]([O:21][C:22]([CH3:23])=[O:24])[CH:19]([O:25][C:26]([CH3:27])=[O:28])[CH2:18][S:17]1. Starting materials: [Li]CCCC, CCOCC, CN(C)CCN(C)C, CC1(C)CCOc2ccccc21, ICI, O. The product is CC1(C)CCOc2c(I)cccc21. Reaction SMILES: [CH2:21]([Li:22])[CH2:23][CH2:24][CH3:25].[CH2:30]([O:31][CH2:32][CH3:33])[CH3:34].[CH3:13][N:14]([CH3:15])[CH2:16][CH2:17][N:18]([CH3:19])[CH3:20].[CH3:1][C:2]1([CH3:12])[CH2:3][CH2:4][O:5][c:6]2[cH:7][cH:8][cH:9][cH:10][c:11]21.[I:26][CH2:27][I:28].[OH2:29]>>[CH3:1][C:2]1([CH3:12])[CH2:3][CH2:4][O:5][c:6]2[c:7]([I:26])[cH:8][cH:9][cH:10][c:11]21. Reactants: CNC(=O)C1=CC=CC=C1NC2=CC(=NC=C2C(F)(F)F)Cl, CN1C=C(C(=N1)C(F)(F)F)N.Cl. The reagents and catalysts are C(=O)([O-])[O-].[Cs+].[Cs+], CC1(C2=C(C(=CC=C2)P(C3=CC=CC=C3)C4=CC=CC=C4)OC5=C1C=CC=C5P(C6=CC=CC=C6)C7=CC=CC=C7)C, CC(=O)O.CC(=O)O.[Pd]. Run in C1COCCO1. Run at temperature 100 celsius. The product is CNC(=O)C1=CC=CC=C1NC2=CC(=NC=C2C(F)(F)F)NC3=CN(N=C3C(F)(F)F)C. The yield is 60.4%. Procedure details: 2-(2-chloro-5-(trifluoromethyl)pyridin-4-ylamino)-N-methylbenzamide (100 mg, 0.30 mmol), 1-methyl-3-(trifluoromethyl)-1H-pyrazol-4-amine hydrochloride (122 mg, 0.61 mmol), cesium carbonate (247 mg, 0.76 mmol), (9,9-dimethyl-9H-xanthene-4,5-diyl)bis(diphenylphosphine) (28.1 mg, 0.05 mmol) and diacetoxypalladium (5.45 mg, 0.02 mmol) were suspended in dioxane (1.5 mL) and sealed into a tube. The reaction was degased, purged with nitrogen and heated to 100 °C for 18 hours. Reaction was filtered. The... Starting materials: CC(=O)C(C)(C)C#N, COc1cc(C=O)ccc1Cl. The product is COc1cc(C=CC(=O)C(C)(C)C#N)ccc1Cl. Reaction SMILES: [CH3:1][C:2]([C:3]#[N:4])([C:5]([CH3:6])=[O:7])[CH3:8].[Cl:9][c:10]1[c:11]([O:18][CH3:19])[cH:12][c:13]([CH:14]=[O:15])[cH:16][cH:17]1>>[CH3:1][C:2]([C:3]#[N:4])([C:5]([CH:6]=[CH:14][c:13]1[cH:12][c:11]([O:18][CH3:19])[c:10]([Cl:9])[cH:17][cH:16]1)=[O:7])[CH3:8]. Reactants: O=[N+]([O-])c1cnc2cc(Br)cnc2c1Cl, CC(C)CN, ClCCl. Yields the product CC(C)CNc1c([N+](=O)[O-])cnc2cc(Br)cnc12. Reaction SMILES: [Br:6][c:7]1[cH:8][n:9][c:10]2[c:11]([Cl:20])[c:12]([N+:17](=[O:18])[O-:19])[cH:13][n:14][c:15]2[cH:16]1.[CH2:1]([CH:2]([CH3:3])[CH3:4])[NH2:5].[Cl:21][CH2:22][Cl:23]>>[CH2:1]([CH:2]([CH3:3])[CH3:4])[NH:5][c:11]1[c:10]2[n:9][cH:8][c:7]([Br:6])[cH:16][c:15]2[n:14][cH:13][c:12]1[N+:17](=[O:18])[O-:19]. The reactants are N(=[N+]=[N-])C[C@H]1C[C@H](C1)C1=NC(=C2N1C=CN=C2N)C2=CC(=CC=C2)OCC2=CC=CC=C2 (cis-3-(3-Azidomethyl-cyclobutyl)-1-(3-benzyloxyphenyl)-imidazo[1,5-a]pyrazin-8-ylamine). Reagents/catalysts: [Pd].CC(=O)[O-].CC(=O)[O-].[Pb+2] (Lindlar catalyst). Run in C(C)O (ethanol). Run at time 8 hour. Product: NC[C@H]1C[C@H](C1)C1=NC(=C2N1C=CN=C2N)C2=CC(=CC=C2)OCC2=CC=CC=C2 (cis-3-(3-aminomethyl-cyclobutyl)-1-(3-benzyloxyphenyl)-imidazo[1,5-a]pyrazin-8-ylamine). RXN SMILES: [N:1]([CH2:4][C@@H:5]1[CH2:8][C@H:7]([C:9]2[N:13]3[CH:14]=[CH:15][N:16]=[C:17]([NH2:18])[C:12]3=[C:11]([C:19]3[CH:24]=[CH:23][CH:22]=[C:21]([O:25][CH2:26][C:27]4[CH:32]=[CH:31][CH:30]=[CH:29][CH:28]=4)[CH:20]=3)[N:10]=2)[CH2:6]1)=[N+]=[N-]>C(O)C.[Pd].CC([O-])=O.CC([O-])=O.[Pb+2]>[NH2:1][CH2:4][C@@H:5]1[CH2:6][C@H:7]([C:9]2[N:13]3[CH:14]=[CH:15][N:16]=[C:17]([NH2:18])[C:12]3=[C:11]([C:19]3[CH:24]=[CH:23][CH:22]=[C:21]([O:25][CH2:26][C:27]4[CH:32]=[CH:31][CH:30]=[CH:29][CH:28]=4)[CH:20]=3)[N:10]=2)[CH2:8]1 |f:2.3.4.5|. Reported procedure: cis-3-(3-Azidomethyl-cyclobutyl)-1-(3-benzyloxyphenyl)-imidazo[1,5-a]pyrazin-8-ylamine (35 mg, 0.082 mmol) was dissolved in ethanol (5 mL) upon heating, the mixture was cooled to rt. and charged with Lindlar catalyst (30 mg). The mixture was hydrogenated at rt overnight. LC-MS showed the reaction was complete and clean. The catalyst was removed by filtration through a pad of celite, the filtrate was concentrated and the residue was purified by mass-directed purification to give a white solid; LC...